This data is from the Open Reaction Database (ORD), a public repository of structured organic reaction records. The task is: describe an organic reaction: reactants, conditions, products, and yield The reactants are CC1(N=C(OC1)C1=C(C=C(C=C1F)F)F)C (4,4-dimethyl-2-(2,4,6-trifluorophenyl)-4,5-dihydrooxazole), C[Mg]Br (methyl magnesium bromide). Solvent: O1CCCC1 (tetrahydrofuran). Reaction conditions: temperature 0 celsius, time 2 hour. Yields the product FC1=C(C(=CC(=C1)F)C)C=1OCC(N1)(C)C (2-(2,4-difluoro-6-methyl-phenyl)-4,4-dimethyl-4,5-dihydro-oxazole). As a reaction SMILES: [CH3:1][C:2]1([CH3:16])[CH2:6][O:5][C:4]([C:7]2[C:12]([F:13])=[CH:11][C:10]([F:14])=[CH:9][C:8]=2F)=[N:3]1.[CH3:17][Mg]Br>O1CCCC1>[F:13][C:12]1[CH:11]=[C:10]([F:14])[CH:9]=[C:8]([CH3:17])[C:7]=1[C:4]1[O:5][CH2:6][C:2]([CH3:1])([CH3:16])[N:3]=1. Reported procedure: To a cooled (ice bath) solution of 4,4-dimethyl-2-(2,4,6-trifluorophenyl)-4,5-dihydrooxazole (16.8 g, 73.3 mmol) in dry tetrahydrofuran (150 ml) was added a solution of methyl magnesium bromide (73.3 ml, 3M in ether) via slow drop-wise addition. The mixture was stirred for 2 hours at 0° C. and then warmed to ambient over 6 hours. The reaction was carefully quenched via the addition a saturated aqueous solution of ammonium chloride (30 ml) and the material was taken up in water (200 ml) and ethyl... Reactants: N12CCCCCC2=NCCC1 (1,8-Diazabicyclo[5.4.0]undec-7-ene), CS(=O)(=O)OC1C(C2CCC(C1)N2C(=O)OC(C)(C)C)C(=O)OC (8-tert-butyl 2-methyl 3-(methylsulfonyloxy)-8-azabicyclo[3.2.1]octane-2,8-dicarboxylate). The solvent is CN(C)C=O (DMF). Reaction conditions: temperature 100 celsius. The product is C12C(=CCC(CC1)N2C(=O)OC(C)(C)C)C(=O)OC (8-tert-butyl 2-methyl 8-azabicyclo[3.2.1]oct-2-ene-2,8-dicarboxylate). The yield is 64.0%. As a reaction SMILES: N12CCCN=C1CCCCC2.CS(O[CH:17]1[CH2:23][CH:22]2[N:24]([C:25]([O:27][C:28]([CH3:31])([CH3:30])[CH3:29])=[O:26])[CH:19]([CH2:20][CH2:21]2)[CH:18]1[C:32]([O:34][CH3:35])=[O:33])(=O)=O>CN(C=O)C>[CH:19]12[N:24]([C:25]([O:27][C:28]([CH3:29])([CH3:30])[CH3:31])=[O:26])[CH:22]([CH2:21][CH2:20]1)[CH2:23][CH:17]=[C:18]2[C:32]([O:34][CH3:35])=[O:33]. Procedure: 1,8-Diazabicyclo[5.4.0]undec-7-ene (8.05 g, 53 mmol) was added into a solution of 8-tert-butyl 2-methyl 3-(methylsulfonyloxy)-8-azabicyclo[3.2.1]octane-2,8-dicarboxylate (5.29 mmol) in DMF at room temperature and the reaction solution was heated at 100° C. for 16 h. The resulting solution was concentrated and purified using flash chromatography (0-60% ethyl acetate in hexane) to give the titled compound (905 mg, yield 64% for three steps). The reactants are [N+](=O)([O-])C1=C2C=CC(=NC2=CC=C1)Cl (5-nitro-2-chloroquinoline), COC1=C(CN)C=CC=C1 (2-methoxybenzylamine), N1C=CC=2C(=CC=CC12)C=O (4-indole-carboxaldehyde). The product is N1C=CC2=C(C=CC=C12)CNC=1C=2C=CC(=NC2C=CC1)NCC1=C(C=CC=C1)OC (N5-(1H-Indol-4-ylmethyl)-N2-(2-methoxy-benzyl)-quinoline-2,5-diamine). As a reaction SMILES: [N+:1]([C:4]1[CH:13]=[CH:12][CH:11]=[C:10]2[C:5]=1[CH:6]=[CH:7][C:8](Cl)=[N:9]2)([O-])=O.[CH3:15][O:16][C:17]1[CH:24]=[CH:23][CH:22]=[CH:21][C:18]=1[CH2:19][NH2:20].[NH:25]1[C:33]2[CH:32]=[CH:31][CH:30]=[C:29]([CH:34]=O)[C:28]=2[CH:27]=[CH:26]1>>[NH:25]1[C:33]2[C:28](=[C:29]([CH2:34][NH:1][C:4]3[C:5]4[CH:6]=[CH:7][C:8]([NH:20][CH2:19][C:18]5[CH:21]=[CH:22][CH:23]=[CH:24][C:17]=5[O:16][CH3:15])=[N:9][C:10]=4[CH:11]=[CH:12][CH:13]=3)[CH:30]=[CH:31][CH:32]=2)[CH:27]=[CH:26]1. Procedure: The title compound, MS: m/e=409.5 (M+H+), was prepared from 5-nitro-2-chloroquinoline, 2-methoxybenzylamine and 4-indole-carboxaldehyde as described in example 26. The reactants are ICC\C=C/CCCCCCCC ((Z)-1-iodo-3-dodecene), C1(=CC=CC=C1)P(C1=CC=CC=C1)C1=CC=CC=C1 (triphenylphosphine). Conditions: temperature 90 celsius. Product: [I-].C(C\C=C/CCCCCCCC)[P+](C1=CC=CC=C1)(C1=CC=CC=C1)C1=CC=CC=C1 ([(Z)-3-dodecen-1-yl]triphenylphosphonium iodide). Isolated yield 100.4%. As a reaction SMILES: [I:1][CH2:2][CH2:3]/[CH:4]=[CH:5]\[CH2:6][CH2:7][CH2:8][CH2:9][CH2:10][CH2:11][CH2:12][CH3:13].[C:14]1([P:20]([C:27]2[CH:32]=[CH:31][CH:30]=[CH:29][CH:28]=2)[C:21]2[CH:26]=[CH:25][CH:24]=[CH:23][CH:22]=2)[CH:19]=[CH:18][CH:17]=[CH:16][CH:15]=1>>[I-:1].[CH2:2]([P+:20]([C:21]1[CH:22]=[CH:23][CH:24]=[CH:25][CH:26]=1)([C:27]1[CH:32]=[CH:31][CH:30]=[CH:29][CH:28]=1)[C:14]1[CH:15]=[CH:16][CH:17]=[CH:18][CH:19]=1)[CH2:3]/[CH:4]=[CH:5]\[CH2:6][CH2:7][CH2:8][CH2:9][CH2:10][CH2:11][CH2:12][CH3:13] |f:2.3|. Reported procedure: A mixture of 0.43 g (1.46 mmoles) of (Z)-1-iodo-3-dodecene and 0.38 g (1.45 mmoles) of triphenylphosphine was heated at 90° C. for 3 hrs. under argon to produce 0.81 g of [(Z)-3-dodecen-1-yl]triphenylphosphonium iodide. This material was used without further purification. The reactants are C(C=C)S(=O)(=O)OC1=CC=CC=C1 (phenyl 2-propenesulfonate), ClCl (chlorine), C(Cl)(Cl)Cl (chloroform). RXN SMILES: [CH2:1]([S:4]([O:7][C:8]1[CH:13]=[CH:12][CH:11]=[CH:10][CH:9]=1)(=[O:6])=[O:5])[CH:2]=C.[Cl:14]Cl.[CH:16]([Cl:19])(Cl)Cl>>[Cl:14][CH:2]([CH2:16][Cl:19])[CH2:1][S:4]([O:7][C:8]1[CH:13]=[CH:12][CH:11]=[CH:10][CH:9]=1)(=[O:6])=[O:5]. The yield is 83.3%. Procedure: To a solution of 11.9 g of phenyl 2-propenesulfonate in 80 ml of chloroform was added 7.1 g of chlorine absorbed in 20 ml of chloroform dropwise with stirring below 0°C. After the addition, the mixture was stirred for two hours at room temperature. By distillation of the solvent and fractionation, 22.4 g of phenyl 2,3-dichloropropanesulfonate, B.P. 120°-125°C/0.005 mmHg, was obtained in a yield of 83.3%. Product: ClC(CS(=O)(=O)OC1=CC=CC=C1)CCl (Phenyl 2,3-dichloropropanesulfonate). Run in C1CCOC1 (THF), C1CCOC1 (THF). Isolated yield 48.6%. Conditions: time 10 minute. The product is C(C1=CC=CC=C1)O/C(/C(=O)OC)=C(\C(=O)OC(C)(C)C)/O (4-tert-butyl 1-methyl 2-(benzyloxy)-3-hydroxyfumarate). Reaction SMILES: [C:1]([O:7][C:8]([CH3:11])([CH3:10])[CH3:9])(=[O:6])[C:2]([O:4]C)=O.[CH2:12]([O:19][CH2:20][C:21]([O:23][CH3:24])=[O:22])[C:13]1[CH:18]=[CH:17][CH:16]=[CH:15][CH:14]=1.[Li+].CC([N-]C(C)C)C.[Li]CCCC.C(NC(C)C)(C)C.Cl>C1COCC1>[CH2:12]([O:19]/[C:20](=[C:2](/[OH:4])\[C:1]([O:7][C:8]([CH3:11])([CH3:10])[CH3:9])=[O:6])/[C:21]([O:23][CH3:24])=[O:22])[C:13]1[CH:18]=[CH:17][CH:16]=[CH:15][CH:14]=1 |f:2.3|. Starting materials: [Li]CCCC (nBuLi), C(C)(C)NC(C)C (diisopropylamine), C(C(=O)OC)(=O)OC(C)(C)C (tert-butyl methyl oxalate), C(C1=CC=CC=C1)OCC(=O)OC (methyl 2-(benzyloxy)acetate), [Li+].CC(C)[N-]C(C)C (LDA), Cl (HCl). Reported procedure: To a solution of tert-butyl methyl oxalate (5.8 g, 36 mmol) and methyl 2-(benzyloxy)acetate (6.5 g, 36 mmol) in THF (80 mL) at −78° C. was added a dropwise a solution of LDA (prepared by dropwise addition of nBuLi (20 mL, 50 mmol) to diisopropylamine (7.1 mL, 50 mmol) in THF (20 mL) at 0° C. then stirring for 10 min). After the addition, the reaction mixture was stirred at −78° C. for 2 h then allowed to warm to rt over the course of 1 h. The reaction mixture was cooled to 0° C. then cold 1 N HC... RXN SMILES: [P:1]([O:9][CH2:10][CH3:11])([O:6][CH2:7][CH3:8])([O:3][CH2:4][CH3:5])=[O:2].[C:12]([O:22][CH3:23])(=[O:21])[CH2:13][CH2:14][CH2:15][CH2:16][C:17]([O:19][CH3:20])=[O:18]>>[C:17]([O:19][CH3:20])(=[O:18])[CH2:16][CH2:15][CH2:14][CH2:13][C:12]([O:22][CH3:23])=[O:21].[P:1]([O:3][CH2:4][CH3:5])([O:9][CH2:10][CH3:11])([O:6][CH2:7][CH3:8])=[O:2] |f:2.3|. Reported procedure: An approximately 200 cm3 batch was prepared using the ingredients and method of Example 1 with the exception that, after addition of the Synperonic F127 surfactant, 40 cm3 of that resultant surfactant solution were taken and only 80 cm3 each of the dimethyl adipate and the triethyl phosphate were added to the 40 cm3 of resultant surfactant solution taken. Starting materials: P(=O)(OCC)(OCC)OCC (triethyl phosphate), C(CCCCC(=O)OC)(=O)OC (dimethyl adipate). Yields the product C(CCCCC(=O)OC)(=O)OC.P(=O)(OCC)(OCC)OCC (Dimethyl Adipate Triethyl Phosphate). Starting materials: Cl.C(C)(=N)N (acetamidine hydrochloride), C([O-])([O-])=O.[Na+].[Na+] (sodium carbonate), ClC1=CC2=C(C(=N1)C(C#C)=O)C(=NN2C(C2=CC=CC=C2)(C2=CC=CC=C2)C2=CC=CC=C2)OC (1-(6-chloro-3-methoxy-1-trityl-1H-pyrazolo[4,3-c]pyridin-4-yl)prop-2-yn-1-one). Solvent: C(C)#N (acetonitrile). Run at temperature 70 celsius, time 2 hour. Yields the product ClC1=CC2=C(C(=N1)C1=NC(=NC=C1)C)C(=NN2C(C2=CC=CC=C2)(C2=CC=CC=C2)C2=CC=CC=C2)OC (6-chloro-3-methoxy-4-(2-methylpyrimidin-4-yl)-1-trityl-1H-pyrazolo[4,3-c]pyridine). The yield is 84.8%. Reaction SMILES: [Cl:1][C:2]1[N:7]=[C:6]([C:8](=O)[C:9]#[CH:10])[C:5]2[C:12]([O:34][CH3:35])=[N:13][N:14]([C:15]([C:28]3[CH:33]=[CH:32][CH:31]=[CH:30][CH:29]=3)([C:22]3[CH:27]=[CH:26][CH:25]=[CH:24][CH:23]=3)[C:16]3[CH:21]=[CH:20][CH:19]=[CH:18][CH:17]=3)[C:4]=2[CH:3]=1.Cl.[C:37]([NH2:40])(=[NH:39])[CH3:38].C(=O)([O-])[O-].[Na+].[Na+]>C(#N)C>[Cl:1][C:2]1[N:7]=[C:6]([C:8]2[CH:9]=[CH:10][N:40]=[C:37]([CH3:38])[N:39]=2)[C:5]2[C:12]([O:34][CH3:35])=[N:13][N:14]([C:15]([C:16]3[CH:21]=[CH:20][CH:19]=[CH:18][CH:17]=3)([C:28]3[CH:29]=[CH:30][CH:31]=[CH:32][CH:33]=3)[C:22]3[CH:27]=[CH:26][CH:25]=[CH:24][CH:23]=3)[C:4]=2[CH:3]=1 |f:1.2,3.4.5|. Reported procedure: 1-(6-chloro-3-methoxy-1-trityl-1H-pyrazolo[4,3-c]pyridin-4-yl)prop-2-yn-1-one (60B, 63 mg, 0.132 mmol) was dissolved in acetonitrile (3 ml), charged with acetamidine hydrochloride (14.95 mg, 0.158 mmol) and sodium carbonate (34.9 mg, 0.330 mmol) and allowed to stir at 70° C. for 2 h. The solution was filtered through a syringe filter and the solvents were removed in vacuo. The residue was purified on silica gel 2-25% EtOAc/DCM to afford 6-chloro-3-methoxy-4-(2-methylpyrimidin-4-yl)-1-trityl-1H-p... Reported procedure: To a solution of methyl 3-(3-nitrophthalimido)-3-(3-ethoxy-4-methoxyphenyl)propionate (2.5 g, 5.8 mmol) in 25 mL of ethyl acetate was added 0.25 g of 10% palladium on carbon catalyst. The mixture was hydrogenated in a Parr-Shaker apparatus at 55-60 psi of hydrogen overnight. The reaction mixture was filtered through celite and the filtrate was concentrated in vacuo to afford a yellow solid. The crude product was purified by flash column chromatography (silica gel, 7% ethyl acetate/methylene chlo... Solvent: C(C)(=O)OCC (ethyl acetate). The product is NC1=C2C(C(=O)N(C2=O)C(CC(=O)OC)C2=CC(=C(C=C2)OC)OCC)=CC=C1 (methyl 3-(3-aminophthalimido)-3-(3-ethoxy-4-methoxyphenyl)propionate). Yield: 55.4%. The reagents and catalysts are [Pd] (palladium on carbon). RXN SMILES: [N+:1]([C:4]1[CH:31]=[CH:30][CH:29]=[C:6]2[C:7]([N:9]([CH:12]([C:18]3[CH:23]=[CH:22][C:21]([O:24][CH3:25])=[C:20]([O:26][CH2:27][CH3:28])[CH:19]=3)[CH2:13][C:14]([O:16][CH3:17])=[O:15])[C:10](=[O:11])[C:5]=12)=[O:8])([O-])=O.[H][H]>C(OCC)(=O)C.[Pd]>[NH2:1][C:4]1[CH:31]=[CH:30][CH:29]=[C:6]2[C:7]([N:9]([CH:12]([C:18]3[CH:23]=[CH:22][C:21]([O:24][CH3:25])=[C:20]([O:26][CH2:27][CH3:28])[CH:19]=3)[CH2:13][C:14]([O:16][CH3:17])=[O:15])[C:10](=[O:11])[C:5]=12)=[O:8]. The reactants are [N+](=O)([O-])C1=C2C(C(=O)N(C2=O)C(CC(=O)OC)C2=CC(=C(C=C2)OC)OCC)=CC=C1 (methyl 3-(3-nitrophthalimido)-3-(3-ethoxy-4-methoxyphenyl)propionate), [H][H] (hydrogen). Reactants: O=C(C1CC1)N1CCC(Cc2n[nH]c(=O)n2-c2ccc(Br)cc2F)C1, CC(=O)c1ccc(B(O)O)cc1, O=C([O-])[O-], C1COCCO1, [K+], [K+]. The product is CC(=O)c1ccc(-c2ccc(-n3c(CC4CCN(C(=O)C5CC5)C4)n[nH]c3=O)c(F)c2)cc1. RXN SMILES: [Br:1][c:2]1[cH:3][c:4]([F:25])[c:5](-[n:8]2[c:9](=[O:24])[nH:10][n:11][c:12]2[CH2:13][CH:14]2[CH2:15][N:16]([C:19](=[O:20])[CH:21]3[CH2:22][CH2:23]3)[CH2:17][CH2:18]2)[cH:6][cH:7]1.[C:26]([CH3:27])(=[O:28])[c:29]1[cH:30][cH:31][c:32]([B:35]([OH:36])[OH:37])[cH:33][cH:34]1.[C:38](=[O:39])([O-:40])[O-:41].[CH2:44]1[O:45][CH2:46][CH2:47][O:48][CH2:49]1.[K+:42].[K+:43]>>[c:2]1(-[c:32]2[cH:31][cH:30][c:29]([C:26]([CH3:27])=[O:28])[cH:34][cH:33]2)[cH:3][c:4]([F:25])[c:5](-[n:8]2[c:9](=[O:24])[nH:10][n:11][c:12]2[CH2:13][CH:14]2[CH2:15][N:16]([C:19](=[O:20])[CH:21]3[CH2:22][CH2:23]3)[CH2:17][CH2:18]2)[cH:6][cH:7]1.